From a dataset of the Open Reaction Database (ORD), a public repository of structured organic reaction records. describe an organic reaction: reactants, conditions, products, and yield Reactants: C(C)(=O)N1[C@H](CN(C2=CC(=C(C=C12)[N+](=O)[O-])C=1C=NN(C1)C1CC1)C(=O)OC(C)C)C (isopropyl (S)-4-acetyl-7-(1-cyclopropyl-1H-pyrazol-4-yl)-3-methyl-6-nitro-3,4-dihydroquinoxaline-1(2H)-carboxylate). Reagents/catalysts: [Fe] (Iron), Cl (HCl). Solvent: C(C)O (ethanol), O (water). Conditions: temperature 90 celsius. Yields the product C(C)(=O)N1[C@H](CN(C2=CC(=C(C=C12)N)C=1C=NN(C1)C1CC1)C(=O)OC(C)C)C (isopropyl (S)-4-acetyl-6-amino-7-(1-cyclopropyl-1H-pyrazol-4-yl)-3-methyl-3,4-dihydroquinoxaline-1(2H)-carboxylate). RXN SMILES: [C:1]([N:4]1[C:13]2[C:8](=[CH:9][C:10]([C:17]3[CH:18]=[N:19][N:20]([CH:22]4[CH2:24][CH2:23]4)[CH:21]=3)=[C:11]([N+:14]([O-])=O)[CH:12]=2)[N:7]([C:25]([O:27][CH:28]([CH3:30])[CH3:29])=[O:26])[CH2:6][C@@H:5]1[CH3:31])(=[O:3])[CH3:2]>C(O)C.O.Cl.[Fe]>[C:1]([N:4]1[C:13]2[C:8](=[CH:9][C:10]([C:17]3[CH:18]=[N:19][N:20]([CH:22]4[CH2:24][CH2:23]4)[CH:21]=3)=[C:11]([NH2:14])[CH:12]=2)[N:7]([C:25]([O:27][CH:28]([CH3:30])[CH3:29])=[O:26])[CH2:6][C@@H:5]1[CH3:31])(=[O:3])[CH3:2]. Procedure: Iron powder (1.010 g, 18.09 mmol) was added to a solution of isopropyl (S)-4-acetyl-7-(1-cyclopropyl-1H-pyrazol-4-yl)-3-methyl-6-nitro-3,4-dihydroquinoxaline-1(2H)-carboxylate (0.86 g, 1.81 mmol) in ethanol (12 mL) and water (2.4 mL). 1 N aqueous HCl (1 drop) was added, and the reaction was heated at 90° C. for 2 h. The mixture was cooled to rt and filtered through a pad of Celite, washing with ethanol. The filtrate was concentrated, and ethyl acetate was added. The solution was washed with satu... RXN SMILES: [Cl-].[Na+].[CH3:3][O:4][CH:5]([C:9]1[CH:14]=[CH:13][CH:12]=[CH:11][N:10]=1)[C:6]([NH2:8])=O.P(Cl)(Cl)(Cl)=O.[OH-].[Na+]>ClCCCl>[CH3:3][O:4][CH:5]([C:9]1[CH:14]=[CH:13][CH:12]=[CH:11][N:10]=1)[C:6]#[N:8] |f:0.1,4.5|. Starting materials: [Cl-].[Na+] (sodium chloride), [OH-].[Na+] (sodium hydroxide), COC(C(=O)N)C1=NC=CC=C1 (2-methoxy-2-(2-pyridyl)acetamide), P(=O)(Cl)(Cl)Cl (phosphorus oxychloride). The solvent is ClCCCl (1,2-dichloroethane). Yields the product COC(C#N)C1=NC=CC=C1 (2-methoxy-2-(2-pyridyl)acetonitrile). Reaction conditions: time 15 minute. Procedure details: To 20 ml. of dry 1,2-dichloroethane containing 2.0 g. of sodium chloride is added 3.32 g. of 2-methoxy-2-(2-pyridyl)acetamide. After stirring at room temperature for 15 minutes, 1.7 ml. of phosphorus oxychloride is added. The solution is refluxed for 18 hours. The solution is then cooled and made basic with 10% aqueous sodium hydroxide solution. The aqueous phase is extracted three times with chloroform and the combined chloroform extracts are washed three times with water and once with brine an... The reactants are COc1cc2c(ccn2S(=O)(=O)c2ccccc2)cc1OCc1ccccc1, C1=CCCCC1, CCO, Cl. The product is COc1cc2c(ccn2S(=O)(=O)c2ccccc2)cc1O. RXN SMILES: [CH2:1]([c:2]1[cH:3][cH:4][cH:5][cH:6][cH:7]1)[O:8][c:9]1[cH:10][c:11]2[cH:12][cH:13][n:14]([S:20](=[O:21])(=[O:22])[c:23]3[cH:24][cH:25][cH:26][cH:27][cH:28]3)[c:15]2[cH:16][c:17]1[O:18][CH3:19].[CH2:29]1[CH2:30][CH:31]=[CH:32][CH2:33][CH2:34]1.[CH3:36][CH2:37][OH:38].[ClH:35]>>[OH:8][c:9]1[cH:10][c:11]2[cH:12][cH:13][n:14]([S:20](=[O:21])(=[O:22])[c:23]3[cH:24][cH:25][cH:26][cH:27][cH:28]3)[c:15]2[cH:16][c:17]1[O:18][CH3:19]. The reactants are O=C([O-])O, Fc1ccccc1C1=NCc2nc(CCl)cn2-c2ccc(I)cc21, [Na+], C1COCCO1, O. Product: OCc1cn2c(n1)CN=C(c1ccccc1F)c1cc(I)ccc1-2. Reaction SMILES: [C:25]([OH:26])(=[O:27])[O-:28].[Cl:1][CH2:2][c:3]1[n:4][c:5]2[n:6]([cH:24]1)-[c:7]1[c:8]([cH:19][c:20]([I:23])[cH:21][cH:22]1)[C:9]([c:12]1[c:13]([F:18])[cH:14][cH:15][cH:16][cH:17]1)=[N:10][CH2:11]2.[Na+:29].[O:30]1[CH2:31][CH2:32][O:33][CH2:34][CH2:35]1.[OH2:36]>>[CH2:2]([c:3]1[n:4][c:5]2[n:6]([cH:24]1)-[c:7]1[c:8]([cH:19][c:20]([I:23])[cH:21][cH:22]1)[C:9]([c:12]1[c:13]([F:18])[cH:14][cH:15][cH:16][cH:17]1)=[N:10][CH2:11]2)[OH:26]. The reactants are CN1CCN(CC1)C1=CC=C(C=N1)C(=O)[O-].[Na+] (sodium 6-(4-methylpiperazinyl)pyridine-3-carboxylate), [N+](=O)(OCCCCCCCCCCCCCCN)[O-] (14-aminotetradecyl nitrate), Cl.C(C)N=C=NCCCN(C)C (1-ethyl-3-(3-dimethylaminopropyl)carbodiimide hydrochloride), ON1N=NC2=C1C=CC=C2 (1-hydroxybenzotriazole). The solvent is C(Cl)Cl (methylene chloride). Product: O([N+](=O)[O-])CCCCCCCCCCCCCCNC(=O)C=1C=NC(=CC1)N1CCN(CC1)C (N-(14-Nitroxytetradecyl)-6-(4-methyl-1-piperazinyl)pyridine-3-carboxamide). As a reaction SMILES: [CH3:1][N:2]1[CH2:7][CH2:6][N:5]([C:8]2[N:13]=[CH:12][C:11]([C:14]([O-:16])=O)=[CH:10][CH:9]=2)[CH2:4][CH2:3]1.[Na+].[N+:18]([O-:36])([O:20][CH2:21][CH2:22][CH2:23][CH2:24][CH2:25][CH2:26][CH2:27][CH2:28][CH2:29][CH2:30][CH2:31][CH2:32][CH2:33][CH2:34][NH2:35])=[O:19].Cl.C(N=C=NCCCN(C)C)C.ON1C2C=CC=CC=2N=N1>C(Cl)Cl>[O:20]([CH2:21][CH2:22][CH2:23][CH2:24][CH2:25][CH2:26][CH2:27][CH2:28][CH2:29][CH2:30][CH2:31][CH2:32][CH2:33][CH2:34][NH:35][C:14]([C:11]1[CH:12]=[N:13][C:8]([N:5]2[CH2:4][CH2:3][N:2]([CH3:1])[CH2:7][CH2:6]2)=[CH:9][CH:10]=1)=[O:16])[N+:18]([O-:36])=[O:19] |f:0.1,3.4|. Procedure details: To sodium 6-(4-methylpiperazinyl)pyridine-3-carboxylate and 14-aminotetradecyl nitrate was added 150 ml of methylene chloride and then 6.80 g of 1-ethyl-3-(3-dimethylaminopropyl)carbodiimide hydrochloride (WSCI) and 5.00 g of 1-hydroxybenzotriazole (HOBt) were added at room temperature while stirring and then the mixture was stirred at room temperature for 15 hours. The reaction solution was chromatographed over a silica gel column and the residue was purified by recrystallization to afford the ... Reactants: C1CCOC1, O=C(O)C1(c2ccc(-c3ccc(O)cc3)c(F)c2)CC1, OC1CCC(C(F)(F)F)CC1, CCOC(=O)N=NC(=O)OCC, c1ccc(P(c2ccccc2)c2ccccc2)cc1. Product: O=C(O)C1(c2ccc(-c3ccc(OC4CCC(C(F)(F)F)CC4)cc3)c(F)c2)CC1. Reaction SMILES: [CH2:63]1[O:64][CH2:65][CH2:66][CH2:67]1.[F:13][c:14]1[c:15](-[c:26]2[cH:27][cH:28][c:29]([OH:32])[cH:30][cH:31]2)[cH:16][cH:17][c:18]([C:20]2([C:23](=[O:24])[OH:25])[CH2:21][CH2:22]2)[cH:19]1.[F:52][C:53]([CH:54]1[CH2:55][CH2:56][CH:57]([OH:60])[CH2:58][CH2:59]1)([F:61])[F:62].[O:1]=[C:2]([O:3][CH2:4][CH3:5])[N:6]=[N:7][C:8]([O:9][CH2:10][CH3:11])=[O:12].[c:33]1([P:34]([c:35]2[cH:36][cH:37][cH:38][cH:39][cH:40]2)[c:41]2[cH:42][cH:43][cH:44][cH:45][cH:46]2)[cH:47][cH:48][cH:49][cH:50][cH:51]1>>[F:13][c:14]1[c:15](-[c:26]2[cH:27][cH:28][c:29]([O:32][CH:57]3[CH2:56][CH2:55][CH:54]([C:53]([F:52])([F:61])[F:62])[CH2:59][CH2:58]3)[cH:30][cH:31]2)[cH:16][cH:17][c:18]([C:20]2([C:23](=[O:24])[OH:25])[CH2:21][CH2:22]2)[cH:19]1. Starting materials: C1C(C)OC2(CCN(CC2)C2=C(C=CC=C2)OCC(F)(F)F)O1 (N-(2-(2,2,2-Trifluoroethoxy)phenyl)-4-piperidone propylene ketal), Cl (HCl). The solvent is C(C)(=O)O (acetic acid), O (water). Product: FC(COC1=C(C=CC=C1)N1CCC(CC1)=O)(F)F (N-(o-(2,2,2-Trifluoroethoxy)phenyl)-4-piperidone). Reaction SMILES: C1O[C:5]2([CH2:10][CH2:9][N:8]([C:11]3[CH:16]=[CH:15][CH:14]=[CH:13][C:12]=3[O:17][CH2:18][C:19]([F:22])([F:21])[F:20])[CH2:7][CH2:6]2)[O:4]C1C.Cl>C(O)(=O)C.O>[F:22][C:19]([F:20])([F:21])[CH2:18][O:17][C:12]1[CH:13]=[CH:14][CH:15]=[CH:16][C:11]=1[N:8]1[CH2:7][CH2:6][C:5](=[O:4])[CH2:10][CH2:9]1. Procedure details: A solution of 51 (410 mg, 1.23 mmol) in acetic acid (20 mL), water (20 ml), and concetrated HCl (5 mL) was heated in an oil bath (60° C.) overnight. The solvent was removed in vacuo and the residue dissolved in dichloromethane and sodium bicarbonate solution. The aqueous layer was extracted with two additional portions of dichloromethane and the combined organic extracts were washed with brine, dried over Na2SO4, and concentrated under reduced pressure. PCTLC (SiO2, 4 mm, 10% EtOH-90% CHCl3) aff...